From a dataset of the Open Reaction Database (ORD), a public repository of structured organic reaction records. describe an organic reaction: reactants, conditions, products, and yield Starting materials: BrCCCCCCC(=O)OCC (ethyl 7-bromoheptanoate), ClC=1C=NC=C(C1NC1=CC(OC2=C(C(=CC=C12)OC)O)=O)Cl (4-(3,5-dichloropyridin-4-ylamino)-8-hydroxy-7-methoxy-2H-chromen-2-one). Yields the product ClC=1C=NC=C(C1NC1=CC(OC2=C(C(=CC=C12)OC)OCCCCCCC(=O)O)=O)Cl (7-(4-(3,5-Dichloropyridin-4-ylamino)-7-methoxy-2-oxo-2H-chromen-8-yloxy)heptanoic acid). RXN SMILES: Br[CH2:2][CH2:3][CH2:4][CH2:5][CH2:6][CH2:7][C:8]([O:10]CC)=[O:9].[Cl:13][C:14]1[CH:15]=[N:16][CH:17]=[C:18]([Cl:35])[C:19]=1[NH:20][C:21]1[C:30]2[C:25](=[C:26]([OH:33])[C:27]([O:31][CH3:32])=[CH:28][CH:29]=2)[O:24][C:23](=[O:34])[CH:22]=1>>[Cl:13][C:14]1[CH:15]=[N:16][CH:17]=[C:18]([Cl:35])[C:19]=1[NH:20][C:21]1[C:30]2[C:25](=[C:26]([O:33][CH2:2][CH2:3][CH2:4][CH2:5][CH2:6][CH2:7][C:8]([OH:10])=[O:9])[C:27]([O:31][CH3:32])=[CH:28][CH:29]=2)[O:24][C:23](=[O:34])[CH:22]=1. Procedure: The title compound was prepared from ethyl 7-bromoheptanoate and 4-(3,5-dichloropyridin-4-ylamino)-8-hydroxy-7-methoxy-2H-chromen-2-one (Example 29) following the procedures outlined in Examples 25 & 42. 1H NMR (400 MHz, DMSO-d6): δ 9.50 (s, 1H), 8.81 (s, 2H), 7.94 (d, 1H), 7.19 (d, 1H), 4.63 (s, 1H), 3.97 (t, 2H), 3.91 (s, 3H), 2.19 (t, 2H), 1.66 (m, 2H), 1.54-1.40 (m, 4H), 1.31 (m, 2H); MS (ESI): 480.9. The reactants are ClC1=C(C=CC(=C1)[N+](=O)[O-])N1C(OC(C1)C)=O (3-(2-chloro-4-nitrophenyl)-5-methyl-2-oxazolidinone), [H][H] (hydrogen). Reagents/catalysts: [Pd] (palladium-on-carbon). The solvent is O1CCCC1 (tetrahydrofuran). Product: NC1=CC(=C(C=C1)N1C(OC(C1)C)=O)Cl (3-(4-amino-2-chlorophenyl)-5-methyl-2-oxazolidinone). Reaction SMILES: [Cl:1][C:2]1[CH:7]=[C:6]([N+:8]([O-])=O)[CH:5]=[CH:4][C:3]=1[N:11]1[CH2:15][CH:14]([CH3:16])[O:13][C:12]1=[O:17].[H][H]>[Pd].O1CCCC1>[NH2:8][C:6]1[CH:5]=[CH:4][C:3]([N:11]2[CH2:15][CH:14]([CH3:16])[O:13][C:12]2=[O:17])=[C:2]([Cl:1])[CH:7]=1. Procedure details: A solution of 16.5 g of 2B and 0.5 g of 10% palladium-on-carbon catalyst in 200 ml of tetrahydrofuran was treated with hydrogen in a Parr shaker, giving 3-(4-amino-2-chlorophenyl)-5-methyl-2-oxazolidinone (2C), as a white solid, mp: 140°-141° C. Reactants: compound 205, BrC=1C=CC(=C(C1)NC(CCC(=O)O)=O)NC1=CC(=C(C=C1)C(C1=C(C=CC=C1)C)=O)Cl (N-(5-bromo-2-{[3-chloro-4-(2-methylbenzoyl)phenyl]amino}phenyl)-succinamic acid), NCCCCCCO (6-aminohexanol). Yields the product BrC=1C=CC(=C(C1)NC(CCC(=O)NCCCCCCO)=O)NC1=CC(=C(C=C1)C(C1=C(C=CC=C1)C)=O)Cl (N-(5-Bromo-2-{[3-chloro-4-(2-methylbenzoyl)phenyl]amino}phenyl)-N′-(6-hydroxyhexyl)succinamide). As a reaction SMILES: [Br:1][C:2]1[CH:3]=[CH:4][C:5]([NH:16][C:17]2[CH:22]=[CH:21][C:20]([C:23](=[O:31])[C:24]3[CH:29]=[CH:28][CH:27]=[CH:26][C:25]=3[CH3:30])=[C:19]([Cl:32])[CH:18]=2)=[C:6]([NH:8][C:9](=[O:15])[CH2:10][CH2:11][C:12](O)=[O:13])[CH:7]=1.[NH2:33][CH2:34][CH2:35][CH2:36][CH2:37][CH2:38][CH2:39][OH:40]>>[Br:1][C:2]1[CH:3]=[CH:4][C:5]([NH:16][C:17]2[CH:22]=[CH:21][C:20]([C:23](=[O:31])[C:24]3[CH:29]=[CH:28][CH:27]=[CH:26][C:25]=3[CH3:30])=[C:19]([Cl:32])[CH:18]=2)=[C:6]([NH:8][C:9](=[O:15])[CH2:10][CH2:11][C:12]([NH:33][CH2:34][CH2:35][CH2:36][CH2:37][CH2:38][CH2:39][OH:40])=[O:13])[CH:7]=1. Procedure details: The reaction and work up was conducted as described in the preparation of compound 205. Starting compounds were N-(5-bromo-2-{[3-chloro-4-(2-methylbenzoyl)phenyl]amino}phenyl)-succinamic acid (600 mg, 1.16 mmol) (prepared by a similar method as described in WO 01/05746) and 6-aminohexanol (151 mg, 1.28 mmol). The crude product was purified by flash chromatography using EtOAc as the eluent to afford the title compound as a yellow solid. Reactants: COC1=C(C=CC=C1)S(=O)(=O)OC=1C=C(OCCCCO)C=C(C1)C (4-[3-(2-methoxyphenylsulfonyloxy)-5-methylphenoxy]butanol), C(C)(C)N(C(C)C)CC (N,N-diisopropylethylamine), CS(=O)C (dimethyl sulfoxide). The solvent is ClCCl (dichloromethane), ClCCl (dichloromethane). Conditions: temperature 0 celsius, time 1 hour. Yields the product COC1=C(C=CC=C1)S(=O)(=O)OC=1C=C(OCCCC=O)C=C(C1)C (4-[3-(2-Methoxyphenylsulfonyloxy)-5-methylphenoxy]butyraldehyde). The yield is 100.0%. As a reaction SMILES: [CH3:1][O:2][C:3]1[CH:8]=[CH:7][CH:6]=[CH:5][C:4]=1[S:9]([O:12][C:13]1[CH:14]=[C:15]([CH:22]=[C:23]([CH3:25])[CH:24]=1)[O:16][CH2:17][CH2:18][CH2:19][CH2:20][OH:21])(=[O:11])=[O:10].C(N(CC)C(C)C)(C)C.CS(C)=O>ClCCl>[CH3:1][O:2][C:3]1[CH:8]=[CH:7][CH:6]=[CH:5][C:4]=1[S:9]([O:12][C:13]1[CH:14]=[C:15]([CH:22]=[C:23]([CH3:25])[CH:24]=1)[O:16][CH2:17][CH2:18][CH2:19][CH:20]=[O:21])(=[O:11])=[O:10]. Procedure details: A solution of 4-[3-(2-methoxyphenylsulfonyloxy)-5-methylphenoxy]butanol (85.7 mg, 0.23 mmol, as prepared in the preceding step), N,N-diisopropylethylamine (86 uL, 0.49 mmol), anhydrous dimethyl sulfoxide (50 uL, 0.70 mmol) and anhydrous dichloromethane (1 mL) was cooled to 0° C. under nitrogen. Sulfur trioxide pyridine complex was added in portions over 8 minutes. The solution was stirred at 0° C. for 3 hours and at ambient temperature for 1 hour. The reaction was diluted with dichloromethane (2... Reactants: ClCC([C@H](CC1CCCCC1)NC(OC(C)(C)C)=O)=O ((S)-tert-butyl 4-chloro-1-cyclohexyl-3-oxobutan-2-ylcarbamate), [BH4-].[Na+] (NaBH4), alcohols. Solvent: C1CCOC1.O (THF H2O). Run at time 45 minute. Product: ClC[C@H]([C@H](CC1CCCCC1)NC(OC(C)(C)C)=O)O (tert-butyl (2S,3S)-4-chloro-1-cyclohexyl-3-hydroxybutan-2-ylcarbamate). Isolated yield 19.8%. As a reaction SMILES: [Cl:1][CH2:2][C:3](=[O:20])[C@@H:4]([NH:12][C:13](=[O:19])[O:14][C:15]([CH3:18])([CH3:17])[CH3:16])[CH2:5][CH:6]1[CH2:11][CH2:10][CH2:9][CH2:8][CH2:7]1.[BH4-].[Na+]>C1COCC1.O>[Cl:1][CH2:2][C@@H:3]([OH:20])[C@@H:4]([NH:12][C:13](=[O:19])[O:14][C:15]([CH3:16])([CH3:17])[CH3:18])[CH2:5][CH:6]1[CH2:11][CH2:10][CH2:9][CH2:8][CH2:7]1 |f:1.2,3.4|. Procedure: To a solution of the crude (S)-tert-butyl 4-chloro-1-cyclohexyl-3-oxobutan-2-ylcarbamate (5.8 g, 0.019 mol) in 9:1 THF/H2O (100 mL) at 0° C. was added NaBH4 (1.8 g, 0.047 mmol). After stirring for 45 min at rt, the solvent was removed in vacuo. The residue was diluted with water (50 mL) and the aqueous layer was extracted with EtOAc (3×50 mL). The combined organic layers were washed with brine, dried over Na2SO4, filtered and concentrated to give the crude product which was purified by flash chr... Reactants: CO, [H][H], Cc1cc(CC(OC(=O)N2CCC(n3nc(-c4ccccc4)[nH]c3=O)CC2)C(=O)N2CCC(C3CCN(Cc4ccccc4)CC3)CC2)cc(C)c1O. Product: Cc1cc(CC(OC(=O)N2CCC(n3nc(-c4ccccc4)[nH]c3=O)CC2)C(=O)N2CCC(C3CCNCC3)CC2)cc(C)c1O. Reaction SMILES: [CH3:56][OH:57].[H:54][H:55].[O:1]=[c:2]1[nH:3][c:4](-[c:48]2[cH:49][cH:50][cH:51][cH:52][cH:53]2)[n:5][n:6]1[CH:7]1[CH2:8][CH2:9][N:10]([C:13](=[O:14])[O:15][CH:16]([C:17](=[O:18])[N:19]2[CH2:20][CH2:21][CH:22]([CH:25]3[CH2:26][CH2:27][N:28]([CH2:31][c:32]4[cH:33][cH:34][cH:35][cH:36][cH:37]4)[CH2:29][CH2:30]3)[CH2:23][CH2:24]2)[CH2:38][c:39]2[cH:40][c:41]([CH3:47])[c:42]([OH:46])[c:43]([CH3:45])[cH:44]2)[CH2:11][CH2:12]1>>[O:1]=[c:2]1[nH:3][c:4](-[c:48]2[cH:49][cH:50][cH:51][cH:52][cH:53]2)[n:5][n:6]1[CH:7]1[CH2:8][CH2:9][N:10]([C:13](=[O:14])[O:15][CH:16]([C:17](=[O:18])[N:19]2[CH2:20][CH2:21][CH:22]([CH:25]3[CH2:26][CH2:27][NH:28][CH2:29][CH2:30]3)[CH2:23][CH2:24]2)[CH2:38][c:39]2[cH:40][c:41]([CH3:47])[c:42]([OH:46])[c:43]([CH3:45])[cH:44]2)[CH2:11][CH2:12]1.